From a dataset of the Open Reaction Database (ORD), a public repository of structured organic reaction records. describe an organic reaction: reactants, conditions, products, and yield Starting materials: CCOC(=O)C=CC=C(c1ccccc1)c1ccccc1, CO, [K+], [OH-]. Yields the product O=C(O)C=CC=C(c1ccccc1)c1ccccc1. As a reaction SMILES: [CH2:1]([CH3:2])[O:3][C:4]([CH:5]=[CH:6][CH:7]=[C:8]([c:9]1[cH:10][cH:11][cH:12][cH:13][cH:14]1)[c:15]1[cH:16][cH:17][cH:18][cH:19][cH:20]1)=[O:21].[CH3:24][OH:25].[K+:23].[OH-:22]>>[O:3]=[C:4]([CH:5]=[CH:6][CH:7]=[C:8]([c:9]1[cH:10][cH:11][cH:12][cH:13][cH:14]1)[c:15]1[cH:16][cH:17][cH:18][cH:19][cH:20]1)[OH:21].